Dataset: the Open Reaction Database (ORD), a public repository of structured organic reaction records. Task: describe an organic reaction: reactants, conditions, products, and yield Starting materials: Compound II, C(C1=CC=CC=C1)NC(NOCC(=O)O)=O (2-(3-benzylureidooxy)acetic acid), N[C@H](C(=O)N(CC1=CC=CC2=CC=CC=C12)[C@H](C(OCC)OCC)C)C ((S)-2-amino-N—((S)-1,1-diethoxypropan-2-yl)-N-(naphthalen-1-ylmethyl)propanamide). The product is C(C1=CC=CC=C1)NC(=O)NOCC(=O)N[C@H](C(=O)N(CC1=CC=CC2=CC=CC=C12)[C@H](C(OCC)OCC)C)C (1-benzyl-3-(2-((S)-1-(((S)-1,1-diethoxypropan-2-yl)(naphthalen-1-ylmethyl)amino)-1-oxopropan-2-ylamino)-2-oxoethoxy)urea). RXN SMILES: [CH2:1]([NH:8][C:9](=[O:16])[NH:10][O:11][CH2:12][C:13]([OH:15])=O)[C:2]1[CH:7]=[CH:6][CH:5]=[CH:4][CH:3]=1.[NH2:17][C@@H:18]([CH3:42])[C:19]([N:21]([C@@H:33]([CH3:41])[CH:34]([O:38][CH2:39][CH3:40])[O:35][CH2:36][CH3:37])[CH2:22][C:23]1[C:32]2[C:27](=[CH:28][CH:29]=[CH:30][CH:31]=2)[CH:26]=[CH:25][CH:24]=1)=[O:20]>>[CH2:1]([NH:8][C:9]([NH:10][O:11][CH2:12][C:13]([NH:17][C@@H:18]([CH3:42])[C:19]([N:21]([C@@H:33]([CH3:41])[CH:34]([O:38][CH2:39][CH3:40])[O:35][CH2:36][CH3:37])[CH2:22][C:23]1[C:32]2[C:27](=[CH:28][CH:29]=[CH:30][CH:31]=2)[CH:26]=[CH:25][CH:24]=1)=[O:20])=[O:15])=[O:16])[C:2]1[CH:3]=[CH:4][CH:5]=[CH:6][CH:7]=1. Procedure details: According to the procedure described in the synthesis method of Compound II-15, 2-(3-benzylureidooxy)acetic acid (Compound VI-1) 94 mg (0.42 mmol) was coupled with (S)-2-amino-N—((S)-1,1-diethoxypropan-2-yl)-N-(naphthalen-1-ylmethyl)propanamide (Compound IV-10) 100 mg (0.28 mmol) to obtain the title compound. Starting materials: C1(CC1)NC(C1=CC(=C(C(=C1)F)C)C=1C=C2C(=CN(C(C2=CC1)=O)CC1CC1)C=O)=O (N-Cyclopropyl-3-(2-(cyclopropylmethyl)-4-formyl-1-oxo-1,2-dihydroisoquinolin-6-yl)-5-fluoro-4-methylbenzamide), OCC[C@@H]1N(CCNC1)C(=O)OC(C)(C)C ((S)-2-(hydroxy-ethyl)-piperazine-1-carboxylic acid, tert-butyl ester). The product is C1(CC1)NC(C1=CC(=C(C(=C1)F)C)C=1C=C2C(=CN(C(C2=CC1)=O)CC1CC1)CN1C[C@@H](NCC1)CCO)=O ((S)—N-Cyclopropyl-3-(2-(cyclopropylmethyl)-4-((3-(2-hydroxyethyl)piperazin-1-yl)methyl)-1-oxo-1,2-dihydroisoquinolin-6-yl)-5-fluoro-4-methylbenzamide). RXN SMILES: [CH:1]1([NH:4][C:5](=[O:31])[C:6]2[CH:11]=[C:10]([F:12])[C:9]([CH3:13])=[C:8]([C:14]3[CH:15]=[C:16]4[C:21](=[CH:22][CH:23]=3)[C:20](=[O:24])[N:19]([CH2:25][CH:26]3[CH2:28][CH2:27]3)[CH:18]=[C:17]4[CH:29]=O)[CH:7]=2)[CH2:3][CH2:2]1.[OH:32][CH2:33][CH2:34][C@H:35]1[CH2:40][NH:39][CH2:38][CH2:37][N:36]1C(OC(C)(C)C)=O>>[CH:1]1([NH:4][C:5](=[O:31])[C:6]2[CH:11]=[C:10]([F:12])[C:9]([CH3:13])=[C:8]([C:14]3[CH:15]=[C:16]4[C:21](=[CH:22][CH:23]=3)[C:20](=[O:24])[N:19]([CH2:25][CH:26]3[CH2:27][CH2:28]3)[CH:18]=[C:17]4[CH2:29][N:39]3[CH2:38][CH2:37][NH:36][C@@H:35]([CH2:34][CH2:33][OH:32])[CH2:40]3)[CH:7]=2)[CH2:2][CH2:3]1. Reported procedure: The title compound was prepared as a solid according to the method of Example 81 using the product of Example 75 step i) and (S)-2-(hydroxy-ethyl)-piperazine-1-carboxylic acid, tert-butyl ester.